Dataset: the Open Reaction Database (ORD), a public repository of structured organic reaction records. Task: describe an organic reaction: reactants, conditions, products, and yield Starting materials: BrCCBr, O=C([O-])[O-], COC(=O)CCCc1ccc(O)cc1, [K+], [K+], O. The product is COC(=O)CCCc1ccc(OCCBr)cc1. Reaction SMILES: [Br:15][CH2:16][CH2:17][Br:18].[C:19](=[O:20])([O-:21])[O-:22].[CH3:1][O:2][C:3]([CH2:4][CH2:5][CH2:6][c:7]1[cH:8][cH:9][c:10]([OH:13])[cH:11][cH:12]1)=[O:14].[K+:23].[K+:24].[OH2:25]>>[CH3:1][O:2][C:3]([CH2:4][CH2:5][CH2:6][c:7]1[cH:8][cH:9][c:10]([O:13][CH2:17][CH2:16][Br:15])[cH:11][cH:12]1)=[O:14]. Starting materials: CC1=C(N2[C@@H]([C@@H](C2=O)NC(=O)[C@@H](C3=CCC=CC3)N)SC1)C(=O)O (cephradine), Cl (hydrochloride). Yields the product CC1=C(N2[C@@H]([C@@H](C2=O)NC(=O)[C@@H](C3=CCC=CC3)N)SC1)C(=O)O.CN(C=O)C (Cephradine Dimethylformamide). RXN SMILES: [CH3:1][C:2]1[CH2:21][S:20][C@@H:5]2[C@H:6]([NH:9][C:10]([C@H:12]([NH2:19])[C:13]3[CH2:18][CH:17]=[CH:16][CH2:15][CH:14]=3)=[O:11])[C:7](=[O:8])[N:4]2[C:3]=1[C:22]([OH:24])=[O:23].Cl>>[CH3:1][C:2]1[CH2:21][S:20][C@@H:5]2[C@H:6]([NH:9][C:10]([C@H:12]([NH2:19])[C:13]3[CH2:18][CH:17]=[CH:16][CH2:15][CH:14]=3)=[O:11])[C:7](=[O:8])[N:4]2[C:3]=1[C:22]([OH:24])=[O:23].[CH3:3][N:4]([CH3:5])[CH:7]=[O:8] |f:2.3|. Reported procedure: To an aqueous solution of about 270 ml, containing approximately 49 g of cephradine in the form of its hydrochloride, (and obtained, after extraction from any suitable reaction mixture of cephradine) 340 ml of dimethylformamide were added, the temperature being maintained at below 35°. The pH was adjusted to 4.3 by addition of ammonia at 30°-35° C. and the mixture was stirred for several minutes as precipitation commenced. The pH was further adjusted to 6.6 with ammonia at 30° to 35° and the slu... Starting materials: CC(=O)O, ClCCl, Cc1cc(N)nc(CCc2nc3cccnc3[nH]2)c1. Yields the product CC(=O)O, Cc1cc(N)nc(CCc2nc3cccnc3[nH]2)c1. RXN SMILES: [CH3:20][C:21]([OH:22])=[O:23].[Cl:24][CH2:25][Cl:26].[NH2:1][c:2]1[n:3][c:4]([CH2:9][CH2:10][c:11]2[n:12][c:13]3[c:14]([n:15][cH:16][cH:17][cH:18]3)[nH:19]2)[cH:5][c:6]([CH3:8])[cH:7]1>>[CH3:20][C:21](=[O:22])[OH:23].[NH2:1][c:2]1[n:3][c:4]([CH2:9][CH2:10][c:11]2[n:12][c:13]3[c:14]([n:15][cH:16][cH:17][cH:18]3)[nH:19]2)[cH:5][c:6]([CH3:8])[cH:7]1. Reactants: CC(=O)Cl, CCOC(C)=O, O=c1[nH]c2c(c3nc(-c4ccccc4F)cn13)CN(Cc1ccccc1F)CC2, CN(C)C=O. Yields the product CC(=O)n1c2c(c3nc(-c4ccccc4F)cn3c1=O)CN(Cc1ccccc1F)CC2. As a reaction SMILES: [CH3:30][C:31]([Cl:32])=[O:33].[CH3:39][CH2:40][O:41][C:42](=[O:43])[CH3:44].[F:1][c:2]1[c:3]([CH2:4][N:5]2[CH2:6][c:7]3[c:8]4[n:9]([c:10](=[O:15])[nH:11][c:12]3[CH2:13][CH2:14]2)[cH:16][c:17](-[c:19]2[c:20]([F:25])[cH:21][cH:22][cH:23][cH:24]2)[n:18]4)[cH:26][cH:27][cH:28][cH:29]1.[O:34]=[CH:35][N:36]([CH3:37])[CH3:38]>>[F:1][c:2]1[c:3]([CH2:4][N:5]2[CH2:6][c:7]3[c:8]4[n:9]([c:10](=[O:15])[n:11]([C:31]([CH3:30])=[O:33])[c:12]3[CH2:13][CH2:14]2)[cH:16][c:17](-[c:19]2[c:20]([F:25])[cH:21][cH:22][cH:23][cH:24]2)[n:18]4)[cH:26][cH:27][cH:28][cH:29]1. The reactants are N1=CC=C(C=C1)SCCCNC(P(OCC)(OCC)=O)P(OCC)(OCC)=O (tetraethyl 3-(4-pyridylthio)propylaminomethylenebisphosphonate). Solvent: Cl (hydrochloric acid). The product is O.N1=CC=C(C=C1)SCCCNC(P(O)(O)=O)P(O)(O)=O.N1=CC=C(C=C1)SCCCNC(P(O)(O)=O)P(O)(O)=O (3-(4-pyridylthio)propylaminomethylenebisphosphonic acid hemihydrate). Yield: 112.8%. As a reaction SMILES: [N:1]1[CH:6]=[CH:5][C:4]([S:7][CH2:8][CH2:9][CH2:10][NH:11][CH:12]([P:21](=[O:28])([O:25]CC)[O:22]CC)[P:13](=[O:20])([O:17]CC)[O:14]CC)=[CH:3][CH:2]=1>Cl>[OH2:14].[N:1]1[CH:6]=[CH:5][C:4]([S:7][CH2:8][CH2:9][CH2:10][NH:11][CH:12]([P:21](=[O:22])([OH:25])[OH:28])[P:13](=[O:14])([OH:17])[OH:20])=[CH:3][CH:2]=1.[N:1]1[CH:6]=[CH:5][C:4]([S:7][CH2:8][CH2:9][CH2:10][NH:11][CH:12]([P:21](=[O:22])([OH:25])[OH:28])[P:13](=[O:14])([OH:17])[OH:20])=[CH:3][CH:2]=1 |f:2.3.4|. Procedure details: A mixture of tetraethyl 3-(4-pyridylthio)propylaminomethylenebisphosphonate (7.4 g) and concentrated hydrochloric acid (50 ml) was heated under reflux for 2 hours, and then concentrated under reduced pressure. The residual crystals were collected by filtration to obtain 3-(4-pyridylthio)propylaminomethylenebisphosphonic acid hemihydrate (4.3 g, 77%), and recrystallized from water. Starting materials: CC(C)(C)O, COC(=O)C(NC(=O)Cc1ccc(-c2ccc(-c3nc(C(N)=O)c(C)nc3C)cc2)c(Cl)c1)C(C)C, [K+], [OH-]. Product: Cc1nc(C)c(-c2ccc(-c3ccc(CC(=O)NC(C(=O)O)C(C)C)cc3Cl)cc2)nc1C(N)=O. As a reaction SMILES: [C:39]([OH:40])([CH3:41])([CH3:42])[CH3:43].[C:3]([NH2:4])(=[O:5])[c:6]1[c:7]([CH3:38])[n:8][c:9]([CH3:37])[c:10](-[c:12]2[cH:13][cH:14][c:15](-[c:18]3[c:19]([Cl:36])[cH:20][c:21]([CH2:24][C:25](=[O:26])[NH:27][CH:28]([C:29](=[O:30])[O:31][CH3:32])[CH:33]([CH3:34])[CH3:35])[cH:22][cH:23]3)[cH:16][cH:17]2)[n:11]1.[K+:2].[OH-:1]>>[C:3]([NH2:4])(=[O:5])[c:6]1[c:7]([CH3:38])[n:8][c:9]([CH3:37])[c:10](-[c:12]2[cH:13][cH:14][c:15](-[c:18]3[c:19]([Cl:36])[cH:20][c:21]([CH2:24][C:25](=[O:26])[NH:27][CH:28]([C:29](=[O:30])[OH:31])[CH:33]([CH3:34])[CH3:35])[cH:22][cH:23]3)[cH:16][cH:17]2)[n:11]1. Reactants: O=C([O-])O, C[Si](C)(CC(O)c1ccccc1)c1ccccn1, [F-], [K+], [K+], O, OO. Product: OCC(O)c1ccccc1. Reaction SMILES: [C:21]([OH:22])(=[O:23])[O-:24].[CH3:1][Si:2]([CH3:3])([c:4]1[cH:5][cH:6][cH:7][cH:8][n:18]1)[CH2:9][CH:10]([c:11]1[cH:12][cH:13][cH:14][cH:15][cH:16]1)[OH:17].[F-:19].[K+:20].[K+:25].[OH2:28].[OH:26][OH:27]>>[CH2:9]([CH:10]([c:11]1[cH:12][cH:13][cH:14][cH:15][cH:16]1)[OH:17])[OH:22]. Reactants: C(C)(C)C=1C=CC2=C(N=CN=C2NC=2C=C(C(=O)Cl)C=CC2SC2=CC=C(C=C2)OC)N1 (3-(7-Isopropyl-pyrido[2,3-d]pyrimidin-4-ylamino)-4-(4-methoxy-phenylsulfanyl)-benzoyl chloride), NC=1C(=CC=CC1)C (o-toluidine), NC1=CC=C(C(=C1)O)C (5-amino-o-cresol). Product: C(C)(C)C=1C=CC2=C(N=CN=C2NC=2C=C(C(=O)NC3=C(C=CC=C3)C)C=CC2SC2=CC=C(C=C2)OC)N1 (3-(7-Isopropyl-pyrido[2,3-d]pyrimidin-4-ylamino)-4-(4-methoxy-phenylsulfanyl)-N-o-tolyl-benzamide). Reaction SMILES: [CH:1]([C:4]1[CH:5]=[CH:6][C:7]2[C:12]([NH:13][C:14]3[CH:15]=[C:16]([CH:20]=[CH:21][C:22]=3[S:23][C:24]3[CH:29]=[CH:28][C:27]([O:30][CH3:31])=[CH:26][CH:25]=3)[C:17](Cl)=[O:18])=[N:11][CH:10]=[N:9][C:8]=2[N:32]=1)([CH3:3])[CH3:2].[NH2:33][C:34]1[C:35]([CH3:40])=[CH:36][CH:37]=[CH:38][CH:39]=1.NC1C=C(O)C(C)=CC=1>>[CH:1]([C:4]1[CH:5]=[CH:6][C:7]2[C:12]([NH:13][C:14]3[CH:15]=[C:16]([CH:20]=[CH:21][C:22]=3[S:23][C:24]3[CH:29]=[CH:28][C:27]([O:30][CH3:31])=[CH:26][CH:25]=3)[C:17]([NH:33][C:34]3[CH:39]=[CH:38][CH:37]=[CH:36][C:35]=3[CH3:40])=[O:18])=[N:11][CH:10]=[N:9][C:8]=2[N:32]=1)([CH3:3])[CH3:2]. Procedure: The product from Example 137B was reacted with o-toluidine according to the procedure from Example 137C substituting o-toluidine for 5-amino-o-cresol to provide the title compound as an off white solid after silica gel chromatography (74 mg, 92%). 1H NMR (300 MHz, DMSO-D6) δ ppm: 1.34 (d, J=6.99 Hz, 6H), 2.34 (s, 3H), 3.18-3.29 (m, 1H), 3.78 (s, 3H), 6.91 (d, J=7.35 Hz, 1H), 7.00 (d, J=8.09 Hz, 2H), 7.22 (t, J=7.72 Hz, 1H), 7.40 (d, J=8.46 Hz, 2H), 7.50-7.72 (m, 4H), 7.81 (d, J=8.09 Hz, 1H), 8.0... The reactants are Oc1ccc(-c2cc3cc(O)ccc3o2)c(Br)c1, O=C([O-])[O-], Cl, [Na+], [Na+], OB(O)c1ccccc1, c1ccc(P(c2ccccc2)(c2ccccc2)[Pd](P(c2ccccc2)(c2ccccc2)c2ccccc2)(P(c2ccccc2)(c2ccccc2)c2ccccc2)P(c2ccccc2)(c2ccccc2)c2ccccc2)cc1. The product is Oc1ccc(-c2cc3cc(O)ccc3o2)c(-c2ccccc2)c1. Reaction SMILES: [Br:1][c:2]1[c:3](-[c:9]2[o:10][c:11]3[c:12]([cH:13]2)[cH:14][c:15]([OH:18])[cH:16][cH:17]3)[cH:4][cH:5][c:6]([OH:8])[cH:7]1.[C:19](=[O:20])([O-:21])[O-:22].[ClH:34].[Na+:23].[Na+:24].[OH:25][B:26]([OH:27])[c:28]1[cH:29][cH:30][cH:31][cH:32][cH:33]1.[cH:35]1[cH:36][cH:37][c:38]([P:39]([Pd:40]([P:41]([c:42]2[cH:43][cH:44][cH:45][cH:46][cH:47]2)([c:48]2[cH:49][cH:50][cH:51][cH:52][cH:53]2)[c:54]2[cH:55][cH:56][cH:57][cH:58][cH:59]2)([P:60]([c:61]2[cH:62][cH:63][cH:64][cH:65][cH:66]2)([c:67]2[cH:68][cH:69][cH:70][cH:71][cH:72]2)[c:73]2[cH:74][cH:75][cH:76][cH:77][cH:78]2)[P:79]([c:80]2[cH:81][cH:82][cH:83][cH:84][cH:85]2)([c:86]2[cH:87][cH:88][cH:89][cH:90][cH:91]2)[c:92]2[cH:93][cH:94][cH:95][cH:96][cH:97]2)([c:98]2[cH:99][cH:100][cH:101][cH:102][cH:103]2)[c:104]2[cH:105][cH:106][cH:107][cH:108][cH:109]2)[cH:110][cH:111]1>>[c:2]1(-[c:28]2[cH:29][cH:30][cH:31][cH:32][cH:33]2)[c:3](-[c:9]2[o:10][c:11]3[c:12]([cH:13]2)[cH:14][c:15]([OH:18])[cH:16][cH:17]3)[cH:4][cH:5][c:6]([OH:8])[cH:7]1. Reactants: [N+](=O)([O-])C=1C=CC=C2CC(NC12)=O (7-nitroindoline-2-one), [H][H] (hydrogen). The reagents and catalysts are [Pd] (Pd/C). The solvent is CO (methanol). Conditions: time 4 hour. Product: NC=1C=CC=C2CC(NC12)=O (7-aminoindolin-2-one). As a reaction SMILES: [N+:1]([C:4]1[CH:5]=[CH:6][CH:7]=[C:8]2[C:12]=1[NH:11][C:10](=[O:13])[CH2:9]2)([O-])=O.[H][H]>CO.[Pd]>[NH2:1][C:4]1[CH:5]=[CH:6][CH:7]=[C:8]2[C:12]=1[NH:11][C:10](=[O:13])[CH2:9]2. Reported procedure: To a solution of 7-nitroindoline-2-one in methanol (1.0 gm/60 mL), added Pd/C (300 mg, 30 wt %). H2 gas maintained with pressure using hydrogen gas balloon, solution stirred for 4 hours at RT. The catalyst was removed by filtration over celite. The filtrate was concentrated in vacuo to give crude product, which was washed with diethyl ether to afford compound 7-aminoindolin-2-one; YD: 76.77%; mp: 248-251° C.; Rf: 0.6 (CHCl3:MeOH: 9.0:1.0). 1H NMR (DMSO-d6) 200 MHz, δ: 3.382 (s, 2H), 4.794 (s, 2H...